Dataset: the Open Reaction Database (ORD), a public repository of structured organic reaction records. Task: describe an organic reaction: reactants, conditions, products, and yield Starting materials: CCOC(=O)OCC, Cl, CC(=O)c1ccc(C(F)(F)F)cc1, [H-], [Na+], O. Product: CCOC(=O)CC(=O)c1ccc(C(F)(F)F)cc1. RXN SMILES: [C:16]([O:17][CH2:18][CH3:19])([O:20][CH2:22][CH3:23])=[O:21].[ClH:24].[F:1][C:2]([c:3]1[cH:4][cH:5][c:6]([C:9]([CH3:10])=[O:11])[cH:7][cH:8]1)([F:12])[F:13].[H-:14].[Na+:15].[OH2:25]>>[F:1][C:2]([c:3]1[cH:4][cH:5][c:6]([C:9]([CH2:10][C:16]([O:17][CH2:18][CH3:19])=[O:20])=[O:11])[cH:7][cH:8]1)([F:12])[F:13]. Starting materials: O=c1[nH]ncn1-c1ccc(OCC(F)(F)C(F)F)cc1, CC(O)C1(c2ccc(F)cc2F)CO1. Product: CC(n1ncn(-c2ccc(OCC(F)(F)C(F)F)cc2)c1=O)C1(c2ccc(F)cc2F)CO1. Reaction SMILES: [F:15][C:16]([CH2:17][O:18][c:19]1[cH:20][cH:21][c:22](-[n:25]2[c:26](=[O:30])[nH:27][n:28][cH:29]2)[cH:23][cH:24]1)([CH:31]([F:32])[F:33])[F:34].[F:1][c:2]1[c:3]([C:9]2([CH:12]([CH3:13])[OH:14])[O:10][CH2:11]2)[cH:4][cH:5][c:6]([F:8])[cH:7]1>>[F:1][c:2]1[c:3]([C:9]2([CH:12]([CH3:13])[n:27]3[c:26](=[O:30])[n:25](-[c:22]4[cH:21][cH:20][c:19]([O:18][CH2:17][C:16]([F:15])([CH:31]([F:32])[F:33])[F:34])[cH:24][cH:23]4)[cH:29][n:28]3)[O:10][CH2:11]2)[cH:4][cH:5][c:6]([F:8])[cH:7]1. The reactants are O=C([O-])[O-], CCOC(C)=O, CCOCC, CCCCCC, CCO, Cc1nccn1CCCCN1C(=O)C(CC#N)OC(c2cccc3ccccc23)c2cc(Cl)ccc21, [K+], [K+], OO. Yields the product Cc1nccn1CCCCN1C(=O)C(CC(N)=O)OC(c2cccc3ccccc23)c2cc(Cl)ccc21. As a reaction SMILES: [C:39]([O-:40])(=[O:41])[O-:42].[C:56]([O:57][CH2:58][CH3:59])(=[O:60])[CH3:61].[CH2:51]([O:52][CH2:53][CH3:54])[CH3:55].[CH3:45][CH2:46][CH2:47][CH2:48][CH2:49][CH3:50].[CH3:62][CH2:63][OH:64].[Cl:3][c:4]1[cH:5][cH:6][c:7]2[c:8]([cH:38]1)[CH:9]([c:28]1[cH:29][cH:30][cH:31][c:32]3[cH:33][cH:34][cH:35][cH:36][c:37]13)[O:10][CH:11]([CH2:25][C:26]#[N:27])[C:12](=[O:24])[N:13]2[CH2:14][CH2:15][CH2:16][CH2:17][n:18]1[c:19]([CH3:23])[n:20][cH:21][cH:22]1.[K+:43].[K+:44].[OH:1][OH:2]>>[Cl:3][c:4]1[cH:5][cH:6][c:7]2[c:8]([cH:38]1)[CH:9]([c:28]1[cH:29][cH:30][cH:31][c:32]3[cH:33][cH:34][cH:35][cH:36][c:37]13)[O:10][CH:11]([CH2:25][C:26]([NH2:27])=[O:40])[C:12](=[O:24])[N:13]2[CH2:14][CH2:15][CH2:16][CH2:17][n:18]1[c:19]([CH3:23])[n:20][cH:21][cH:22]1. The reactants are ClC=1C=C2C(=NC1C1=CC=C(C=C1)C#C)N=C(N2)O[C@@H]2C[C@@H]([C@H](OC2)CO)O ((2R,3 S,5R)-5-((6-chloro-5-(4-ethynylphenyl)-1H-imidazo[4,5-b]pyridin-2-yl)-oxy)-2-(hydroxymethyl)tetrahydro-2H-pyran-3-ol), BrC=1N=NN(N1)C (5-bromo-2-methyl-2H-tetrazole), C(C)(C)N(CC)C(C)C (diisopropylethylamine). Reagents/catalysts: C=1C=CC(=CC1)[P](C=2C=CC=CC2)(C=3C=CC=CC3)[Pd]([P](C=4C=CC=CC4)(C=5C=CC=CC5)C=6C=CC=CC6)([P](C=7C=CC=CC7)(C=8C=CC=CC8)C=9C=CC=CC9)[P](C=1C=CC=CC1)(C=1C=CC=CC1)C=1C=CC=CC1 (Pd(Ph3P)4), [Cu]I (copper(I) iodide). Run in O1CCOCC1 (dioxane). The product is ClC=1C=C2C(=NC1C1=CC=C(C=C1)C#CC=1N=NN(N1)C)N=C(N2)O[C@@H]2C[C@@H]([C@H](OC2)CO)O ((2R,3 S,5R)-5-((6-chloro-5-(4-((2-methyl-2H-tetrazol-5-yl)ethynyl)phenyl)-1H-imidazo[4,5-b]pyridin-2-yl)oxy)-2-(hydroxymethyl)tetrahydro-2H-pyran-3-ol). Reaction SMILES: [Cl:1][C:2]1[CH:3]=[C:4]2[NH:18][C:17]([O:19][C@H:20]3[CH2:25][O:24][C@H:23]([CH2:26][OH:27])[C@@H:22]([OH:28])[CH2:21]3)=[N:16][C:5]2=[N:6][C:7]=1[C:8]1[CH:13]=[CH:12][C:11]([C:14]#[CH:15])=[CH:10][CH:9]=1.Br[C:30]1[N:31]=[N:32][N:33]([CH3:35])[N:34]=1.C(N(C(C)C)CC)(C)C>O1CCOCC1.C1C=CC([P]([Pd]([P](C2C=CC=CC=2)(C2C=CC=CC=2)C2C=CC=CC=2)([P](C2C=CC=CC=2)(C2C=CC=CC=2)C2C=CC=CC=2)[P](C2C=CC=CC=2)(C2C=CC=CC=2)C2C=CC=CC=2)(C2C=CC=CC=2)C2C=CC=CC=2)=CC=1.[Cu]I>[Cl:1][C:2]1[CH:3]=[C:4]2[NH:18][C:17]([O:19][C@H:20]3[CH2:25][O:24][C@H:23]([CH2:26][OH:27])[C@@H:22]([OH:28])[CH2:21]3)=[N:16][C:5]2=[N:6][C:7]=1[C:8]1[CH:13]=[CH:12][C:11]([C:14]#[C:15][C:30]2[N:31]=[N:32][N:33]([CH3:35])[N:34]=2)=[CH:10][CH:9]=1 |^1:54,56,75,94|. Procedure details: A mixture of (2R,3 S,5R)-5-((6-chloro-5-(4-ethynylphenyl)-1H-imidazo[4,5-b]pyridin-2-yl)-oxy)-2-(hydroxymethyl)tetrahydro-2H-pyran-3-ol (60 mg, 0.150 mmol), Pd(Ph3P)4(17.34 mg, 0.015 mmol), copper(I) iodide (2.85 mg, 0.015 mmol), 5-bromo-2-methyl-2H-tetrazole (48.9 mg, 0.300 mmol) and diisopropylethylamine (0.210 ml, 0.450 mmol) in dioxane (2 ml) was charged in a reaction tube. The tube was sealed and N2 was bubbled through for 5 min. The reaction was heated at 80 C for 18 h, and then concentrat... Reactants: C(C)(C)[N-]C(C)C.[Li+] (lithium diisopropylamide), O1CCCC1 (tetrahydrofuran), nitrile, BrCC(=O)OCC (ethyl bromoacetate), [Cl-].[NH4+] (ammonium chloride), ClC=1C=C(C=CC1Cl)C(C#N)CCOC1OCCCC1 (3,4-Dichloro-α-(2-tetrahydropyranyloxyethyl)benzeneacetonitrile), O1CCCC1 (tetrahydrofuran). Run at time 1 hour. The product is O1C(CCCC1)OCCC(C(=O)OCC)C(C1=CC(=C(C=C1)Cl)Cl)C#N (Ethyl β-tetrahydropyranyloxyethyl-β-cyano-β-(3,4-dichlorophenyl)propionate). As a reaction SMILES: [Cl:1][C:2]1[CH:3]=[C:4]([CH:9]([CH2:12][CH2:13][O:14][CH:15]2[CH2:20]CCCO2)[C:10]#[N:11])[CH:5]=[CH:6][C:7]=1[Cl:8].[CH:21]([N-]C(C)C)([CH3:23])[CH3:22].[Li+].Br[CH2:30][C:31]([O:33][CH2:34][CH3:35])=[O:32].[Cl-].[NH4+].[O:38]1CCCC1>>[O:32]1[CH2:23][CH2:21][CH2:22][CH2:30][CH:31]1[O:33][CH2:34][CH2:35][CH:12]([CH:9]([C:10]#[N:11])[C:4]1[CH:5]=[CH:6][C:7]([Cl:8])=[C:2]([Cl:1])[CH:3]=1)[C:13]([O:14][CH2:15][CH3:20])=[O:38] |f:1.2,4.5|. Procedure: 21 g of the nitrile prepared above according to (a) are dissolved in 100 ml of tetrahydrofuran, a solution of 0.067 mol of lithium diisopropylamide in 100 ml of tetrahydrofuran is then added dropwise at room temperature and the reaction mixture is stirred for one hour at room temperature. 12 g of ethyl bromoacetate are then added and the mixture is heated at 50° C. for two hours. The mixture is cooled, poured into a saturated solution of ammonium chloride and extracted with ethyl ether, the extr...